This data is from the Open Reaction Database (ORD), a public repository of structured organic reaction records. The task is: describe an organic reaction: reactants, conditions, products, and yield The reactants are C(C(=O)Cl)(=O)Cl (Oxalyl chloride), CC1=C(C=CC(=C1)C(=O)O)C1=C(C=CC=C1)C (2,2′-Dimethyl-1,1′-biphenyl-4-carboxylic acid), FC=1C=CC(=C(C1)C(N)=NO)OC (5-fluoro-N′-hydroxy-2-methoxybenzenecarboximidamide), CCN(C(C)C)C(C)C (DIEA). Yields the product CC1=C(C=CC(=C1)C1=NC(=NO1)C1=C(C=CC(=C1)F)OC)C1=C(C=CC=C1)C (5-(2,2′-dimethylbiphenyl-4-yl)-3-(5-fluoro-2-methoxyphenyl)-1,2,4-oxadiazole). Reaction SMILES: C(Cl)(=O)C(Cl)=O.[CH3:7][C:8]1[CH:13]=[C:12]([C:14]([OH:16])=O)[CH:11]=[CH:10][C:9]=1[C:17]1[CH:22]=[CH:21][CH:20]=[CH:19][C:18]=1[CH3:23].[F:24][C:25]1[CH:26]=[CH:27][C:28]([O:35][CH3:36])=[C:29]([C:31](=[N:33]O)[NH2:32])[CH:30]=1.CCN(C(C)C)C(C)C>>[CH3:7][C:8]1[CH:13]=[C:12]([C:14]2[O:16][N:32]=[C:31]([C:29]3[CH:30]=[C:25]([F:24])[CH:26]=[CH:27][C:28]=3[O:35][CH3:36])[N:33]=2)[CH:11]=[CH:10][C:9]=1[C:17]1[CH:22]=[CH:21][CH:20]=[CH:19][C:18]=1[CH3:23]. Procedure details: Oxalyl chloride (190 mg; 1.5 mmol; 3 eq.), Intermediate 16 (113 mg; 0.5 mmol; 1 eq.), Intermediate 23 (92 mg; 0.5 mmol, 1 eq.) and DIEA (194 mg; 1.5 mmol; 3 eq.) were reacted according to general procedure 2. Purification by column chromatography c-hexane/ethyl acetate, 90/10) afforded the title compound as a yellow solid. The reactants are C(C)OC(=O)C1=C(SC=C1C1=CC=C(C=C1)C)N (2-amino-4-(4-methylphenyl)-thiophene-3-carboxylic acid ethyl ester), C1(C=2C(C(=O)O1)=CC=CC2)=O (phthalic anhydride). Run in C(C)(=O)O (acetic acid). The product is C(C)OC(=O)C1=C(SC=C1C1=CC=C(C=C1)C)N1C(C2=CC=CC=C2C1=O)=O (2-(1,3-Dioxo-1,3-dihydroisoindol-2-yl)-4-(4-methylphenyl)-thiophene-3-carboxylic acid ethyl ester). As a reaction SMILES: [CH2:1]([O:3][C:4]([C:6]1[C:10]([C:11]2[CH:16]=[CH:15][C:14]([CH3:17])=[CH:13][CH:12]=2)=[CH:9][S:8][C:7]=1[NH2:18])=[O:5])[CH3:2].[C:19]1(=O)[O:24][C:22](=[O:23])[C:21]2=[CH:25][CH:26]=[CH:27][CH:28]=[C:20]12>C(O)(=O)C>[CH2:1]([O:3][C:4]([C:6]1[C:10]([C:11]2[CH:16]=[CH:15][C:14]([CH3:17])=[CH:13][CH:12]=2)=[CH:9][S:8][C:7]=1[N:18]1[C:22](=[O:23])[C:21]2[C:20](=[CH:28][CH:27]=[CH:26][CH:25]=2)[C:19]1=[O:24])=[O:5])[CH3:2]. Reported procedure: A mixture of 2-amino-4-(4-methylphenyl)-thiophene-3-carboxylic acid ethyl ester (2 mmol, Example 11, Part B) and phthalic anhydride (2.2 mmol) in glacial acetic acid (20 mL) is heated at reflux overnight. After cooling to room temperature, the acetic acid is removed in vacuo and the residue triturated with petroleum ether. The crude product is collected by filtration, suspended in acetyl chloride (5 mL), and heated to reflux for one hour. After removing the solvent in vacuo, the residue is disso... Starting materials: S(=O)(=O)(OC)OC (dimethyl sulphate), C1=CC(=CC=C1O)Br (p-bromophenol), C([O-])([O-])=O.[K+].[K+] (potassium carbonate). The solvent is CC(=O)C (acetone), O (water). Product: BrC1=CC=C(C=C1)OC (p-Bromoanisole). Reaction SMILES: S([O:6][CH3:7])(OC)(=O)=O.[CH:8]1[C:13](O)=[CH:12][CH:11]=[C:10]([Br:15])[CH:9]=1.C(=O)([O-])[O-].[K+].[K+]>CC(C)=O.O>[Br:15][C:10]1[CH:11]=[CH:12][C:13]([O:6][CH3:7])=[CH:8][CH:9]=1 |f:2.3.4|. Procedure details: 25 g (0.20 mol) of dimethyl sulphate are run over the course of 45 minutes into a refluxing suspension of 34.4 g (0.20 mol) of p-bromophenol and 27.5 g (0.20 mol) of potassium carbonate in 150 ml of acetone. The reflux is maintained for a further hour, the inorganic salts are removed by filtration and the filtrate is evaporated to dryness under reduced pressure. The residue is dissolved in diethyl ether, the ether solution is washed with dilute sodium hydroxide solution and water and is dried ov... Starting materials: BrCCOC=1C=C(C=CC1)C1=NOC2=C1SC=C2 (3-[3-(2-bromo-ethoxy)-phenyl]-thieno[2,3-d]isoxazole), C([O-])([O-])=O.[K+].[K+] (potassium carbonate), FC1=C(CN)C=CC(=C1)F (2,4-difluorobenzylamine). Run in C(C)#N (acetonitrile). Run at time 8 hour. Product: FC1=C(CNCCOC2=CC(=CC=C2)C2=NOC3=C2SC=C3)C=CC(=C1)F ((2,4-difluoro-benzyl)-[2-(3-thieno[2,3-d]isoxazol-3-yl-phenoxy)-ethyl]-amine). As a reaction SMILES: Br[CH2:2][CH2:3][O:4][C:5]1[CH:6]=[C:7]([C:11]2[C:15]3[S:16][CH:17]=[CH:18][C:14]=3[O:13][N:12]=2)[CH:8]=[CH:9][CH:10]=1.C(=O)([O-])[O-].[K+].[K+].[F:25][C:26]1[CH:33]=[C:32]([F:34])[CH:31]=[CH:30][C:27]=1[CH2:28][NH2:29]>C(#N)C>[F:25][C:26]1[CH:33]=[C:32]([F:34])[CH:31]=[CH:30][C:27]=1[CH2:28][NH:29][CH2:2][CH2:3][O:4][C:5]1[CH:10]=[CH:9][CH:8]=[C:7]([C:11]2[C:15]3[S:16][CH:17]=[CH:18][C:14]=3[O:13][N:12]=2)[CH:6]=1 |f:1.2.3|. Reported procedure: The title compound is prepared from 3-[3-(2-bromo-ethoxy)-phenyl]-thieno[2,3-d]isoxazole, potassium carbonate, 2,4-difluorobenzylamine and acetonitrile essentially as described above in example 18 except that the reaction is run overnight and the compound is purified by column chromatography using a graded solvent mixture of 5% ethyl acetate in dichloromethane to 10% methanol in ethyl acetate. Purity by LC/MS (APCI)=98%, [M+H]+=387. Starting materials: FC1=CC=2N(C=C1)C(=CN2)C(=O)NC2=C1C(=NN(C1=CC=C2)CC2=NC(=CC=C2)C(C)C)C (7-fluoro-N-(1-((6-isopropylpyridin-2-yl)methyl)-3-methyl-1H-indazol-4-yl)imidazo[1,2-a]pyridine-3-carboxamide), CN1CCN(CC1)CCO (2-(4-methylpiperazin-1-yl)ethanol), O1CCN(CC1)CCO (2-morpholinoethanol). Product: C1(CC1)C1=CC=CC(=N1)CN1N=C(C2=C(C=CC=C12)NC(=O)C1=CN=C2N1C=CC(=C2)OCCN2CCN(CC2)C)C (N-(1-((6-cyclopropylpyridin-2-yl)methyl)-3-methyl-1H-indazol-4-yl)-7-(2-(4-methylpiperazin-1-yl)ethoxy)imidazo[1,2-a]pyridine-3-carboxamide). Yield: 45.0%. RXN SMILES: F[C:2]1[CH:7]=[CH:6][N:5]2[C:8]([C:11]([NH:13][C:14]3[CH:22]=[CH:21][CH:20]=[C:19]4[C:15]=3[C:16]([CH3:33])=[N:17][N:18]4[CH2:23][C:24]3[CH:29]=[CH:28][CH:27]=[C:26]([CH:30]([CH3:32])[CH3:31])[N:25]=3)=[O:12])=[CH:9][N:10]=[C:4]2[CH:3]=1.[CH3:34][N:35]1[CH2:40][CH2:39][N:38]([CH2:41][CH2:42][OH:43])[CH2:37][CH2:36]1.O1CCN(CCO)CC1>>[CH:30]1([C:26]2[N:25]=[C:24]([CH2:23][N:18]3[C:19]4[C:15](=[C:14]([NH:13][C:11]([C:8]5[N:5]6[CH:6]=[CH:7][C:2]([O:43][CH2:42][CH2:41][N:38]7[CH2:39][CH2:40][N:35]([CH3:34])[CH2:36][CH2:37]7)=[CH:3][C:4]6=[N:10][CH:9]=5)=[O:12])[CH:22]=[CH:21][CH:20]=4)[C:16]([CH3:33])=[N:17]3)[CH:29]=[CH:28][CH:27]=2)[CH2:32][CH2:31]1. Procedure details: Prepared according to Example 1, Step B, substituting N-(1-((6-cyclopropylpyridin-2-yl)methyl)-3-methyl-1H-indazol-4-yl)-7-fluoroimidazo[1,2-a]pyridine-3-carboxamide for 7-fluoro-N-(1-((6-isopropylpyridin-2-yl)methyl)-3-methyl-1H-indazol-4-yl)imidazo[1,2-a]pyridine-3-carboxamide and 2-(4-methylpiperazin-1-yl)ethanol for 2-morpholinoethanol, to give the final product (45%). MS (APCI), positive scan, m/z=565.3 (M+H). Starting materials: C(C)(C)(C)OC(N[C@@H](CC1=C(C=CC=C1)C1=CC=CC=C1)C(NCCC[C@@H](CO)N(CC(C)C)S(=O)(=O)C1=CC=C(C=C1)N)=O)=O ((1S,4S)-(1-{4-[(4-amino-benzenesulfonyl)-isobutyl-amino]-5-hydroxy-pentylcarbamoyl}-2-biphenyl-2-yl-ethyl)-carbamic acid tert-butyl ester), C(C)(C)(C)OC(N[C@@H](CC1=CC2=CC=CC=C2C=C1)C(NCCCC[C@@H](CO)N(CC(C)C)S(=O)(=O)C1=CC=C(C=C1)N)=O)=O ((1S,5S)-(1-{5-[(4-amino-benzenesulfonyl)-isobutyl-amino]-6-hydroxy-hexylcarbamoyl}-2-naphthalen-2-yl-ethyl)-carbamic acid tert-butyl ester). The product is N[C@H](C(=O)NCCC[C@@H](CO)N(CC(C)C)S(=O)(=O)C1=CC=C(C=C1)N)CC1=C(C=CC=C1)C1=CC=CC=C1 ((2S,4S)-2-Amino-N-{4-[(4-amino-benzenesulfonyl)-isobutyl-amino]-5-hydroxy-pentyl}-3-biphenyl-2-yl-propionamide). RXN SMILES: C(OC(=O)[NH:7][C@H:8]([C:22](=[O:45])[NH:23][CH2:24][CH2:25][CH2:26][C@H:27]([N:30]([S:35]([C:38]1[CH:43]=[CH:42][C:41]([NH2:44])=[CH:40][CH:39]=1)(=[O:37])=[O:36])[CH2:31][CH:32]([CH3:34])[CH3:33])[CH2:28][OH:29])[CH2:9][C:10]1[CH:15]=[CH:14][CH:13]=[CH:12][C:11]=1[C:16]1[CH:21]=[CH:20][CH:19]=[CH:18][CH:17]=1)(C)(C)C.C(OC(=O)N[C@H](C(=O)NCCCC[C@H](N(S(C1C=CC(N)=CC=1)(=O)=O)CC(C)C)CO)CC1C=CC2C(=CC=CC=2)C=1)(C)(C)C>>[NH2:7][C@@H:8]([CH2:9][C:10]1[CH:15]=[CH:14][CH:13]=[CH:12][C:11]=1[C:16]1[CH:17]=[CH:18][CH:19]=[CH:20][CH:21]=1)[C:22]([NH:23][CH2:24][CH2:25][CH2:26][C@H:27]([N:30]([S:35]([C:38]1[CH:39]=[CH:40][C:41]([NH2:44])=[CH:42][CH:43]=1)(=[O:37])=[O:36])[CH2:31][CH:32]([CH3:34])[CH3:33])[CH2:28][OH:29])=[O:45]. Procedure: The title compound was prepared from (1S,4S)-(1-{4-[(4-amino-benzenesulfonyl)-isobutyl-amino]-5-hydroxy-pentylcarbamoyl}-2-biphenyl-2-yl-ethyl)-carbamic acid tert-butyl ester as described for the acid hydrolysis of (1S,5S)-(1-{5-[(4-amino-benzenesulfonyl)-isobutyl-amino]-6-hydroxy-hexylcarbamoyl}-2-naphthalen-2-yl-ethyl)-carbamic acid tert-butyl ester (see example 49). The final product was obtained in 90% yield.